This data is from the Open Reaction Database (ORD), a public repository of structured organic reaction records. The task is: describe an organic reaction: reactants, conditions, products, and yield Reactants: FC1=C(C=CC(=C1)B1OC(C(O1)(C)C)(C)C)C=1C=C2C(=NC1)NC=C2 (5-(2-fluoro-4-(4,4,5,5-tetramethyl-1,3,2-dioxaborolan-2-yl)phenyl)-1H-pyrrolo[2,3-b]pyridine), BrC1=C(C=CC=C1)C(=O)N1CCOCC1 ((2-bromophenyl)(morpholino)methanone). Product: FC=1C=C(C=CC1C=1C=C2C(=NC1)NC=C2)C2=C(C=CC=C2)C(=O)N2CCOCC2 (5-[3-Fluoro-2′-(morpholin-4-ylcarbonyl)biphenyl-4-yl]-1H-pyrrolo[2,3-b]pyridine). As a reaction SMILES: [F:1][C:2]1[CH:7]=[C:6](B2OC(C)(C)C(C)(C)O2)[CH:5]=[CH:4][C:3]=1[C:17]1[CH:18]=[C:19]2[CH:25]=[CH:24][NH:23][C:20]2=[N:21][CH:22]=1.Br[C:27]1[CH:32]=[CH:31][CH:30]=[CH:29][C:28]=1[C:33]([N:35]1[CH2:40][CH2:39][O:38][CH2:37][CH2:36]1)=[O:34]>>[F:1][C:2]1[CH:7]=[C:6]([C:27]2[CH:32]=[CH:31][CH:30]=[CH:29][C:28]=2[C:33]([N:35]2[CH2:36][CH2:37][O:38][CH2:39][CH2:40]2)=[O:34])[CH:5]=[CH:4][C:3]=1[C:17]1[CH:18]=[C:19]2[CH:25]=[CH:24][NH:23][C:20]2=[N:21][CH:22]=1. Procedure details: The title compound was prepared using methods analogous to those described in Example 369 using 5-(2-fluoro-4-(4,4,5,5-tetramethyl-1,3,2-dioxaborolan-2-yl)phenyl)-1H-pyrrolo[2,3-b]pyridine and (2-bromophenyl)(morpholino)methanone. MS (ESI): mass calcd. for C24H20FN3O2, 401.15; m/z found, 402.1 [M+H]+. 1H NMR (400 MHz, CDCl3) δ 9.16 (s, 1H), 8.58-8.48 (m, 1H), 8.21-8.13 (m, 1H), 7.61-7.30 (m, 8H), 6.63-6.57 (m, 1H), 3.78-3.56 (m, 3H), 3.48-3.33 (m, 2H), 3.14-3.00 (m, 1H), 2.94-2.75 (m, 2H).